From a dataset of the Open Reaction Database (ORD), a public repository of structured organic reaction records. describe an organic reaction: reactants, conditions, products, and yield Starting materials: ClC=1C=C(C(=O)Cl)C=CC1Cl (3,4-dichlorobenzoyl chloride), ClC1=C(C=CC=C1)C1=NCC=2N(C3=C1C=C(S3)CC)C(=NN2)C(F)(F)F (4-(2-Chlorophenyl)-2-ethyl-9-trifluoromethyl-6H-thieno[3,2-f] [1,2,4]triazolo[4,3-a] [1,4]diazepine), Cl (hydrochloric acid), C(O)([O-])=O.[Na+] (sodium hydrogencarbonate). The solvent is C(Cl)(Cl)Cl (Chloroform). Run at temperature 70 celsius, time 8 hour. Product: ClC1=C(C(=O)C2=C(SC(=C2)CC)N2C(=NN=C2C(F)(F)F)CNC(C2=CC(=C(C=C2)Cl)Cl)=O)C=CC=C1 (N-(4-(3-(2-chlorobenzoyl)-5-ethylthiophen-2-yl)-5-trifluoromethyl[1,2,4]triazol-3-ylmethyl)-3,4-dichlorobenzamide). As a reaction SMILES: [Cl:1][C:2]1[CH:7]=[CH:6][CH:5]=[CH:4][C:3]=1[C:8]1[C:14]2[CH:15]=[C:16]([CH2:18][CH3:19])[S:17][C:13]=2[N:12]2[C:20]([C:23]([F:26])([F:25])[F:24])=[N:21][N:22]=[C:11]2[CH2:10][N:9]=1.Cl.C(=O)([O-])[OH:29].[Na+].[Cl:33][C:34]1[CH:35]=[C:36]([CH:40]=[CH:41][C:42]=1[Cl:43])[C:37](Cl)=[O:38]>C(Cl)(Cl)Cl>[Cl:1][C:2]1[CH:7]=[CH:6][CH:5]=[CH:4][C:3]=1[C:8]([C:14]1[CH:15]=[C:16]([CH2:18][CH3:19])[S:17][C:13]=1[N:12]1[C:20]([C:23]([F:26])([F:25])[F:24])=[N:21][N:22]=[C:11]1[CH2:10][NH:9][C:37](=[O:38])[C:36]1[CH:40]=[CH:41][C:42]([Cl:43])=[C:34]([Cl:33])[CH:35]=1)=[O:29] |f:2.3|. Procedure: 4-(2-Chlorophenyl)-2-ethyl-9-trifluoromethyl-6H-thieno[3,2-f] [1,2,4]triazolo[4,3-a] [1,4]diazepine (1.0 g) was added to 10% hydrochloric acid (20 ml), and the mixture was stirred at 70° C. overnight. Then, sodium hydrogencarbonate was added to the reaction mixture to make the mixture alkaline. Chloroform (20 ml) and 3,4-dichlorobenzoyl chloride (0.58 g) were added, and the mixture was stirred under ice-cooling for 1 hour. Then, the organic layer was washed with an aqueous citric acid solution, ... Reactants: CCCCCCCCCC=CCCCNc1ccccc1C(C)C(=O)O, Cc1ccccc1, OCC(O)CO. The product is CCCCCCCCCC=CCCCNc1ccccc1C(C)C(=O)OCC(O)CO. RXN SMILES: [CH2:1]([CH2:2][CH2:3][CH:4]=[CH:5][CH2:6][CH2:7][CH2:8][CH2:9][CH2:10][CH2:11][CH2:12][CH2:13][CH3:14])[NH:15][c:16]1[c:17]([CH:22]([C:23](=[O:24])[OH:25])[CH3:26])[cH:18][cH:19][cH:20][cH:21]1.[CH3:33][c:34]1[cH:35][cH:36][cH:37][cH:38][cH:39]1.[OH:27][CH2:28][CH:29]([OH:30])[CH2:31][OH:32]>>[CH2:1]([CH2:2][CH2:3][CH:4]=[CH:5][CH2:6][CH2:7][CH2:8][CH2:9][CH2:10][CH2:11][CH2:12][CH2:13][CH3:14])[NH:15][c:16]1[c:17]([CH:22]([C:23](=[O:24])[O:25][CH2:31][CH:29]([CH2:28][OH:27])[OH:30])[CH3:26])[cH:18][cH:19][cH:20][cH:21]1. The reactants are FC=1C=C(C=CC1C(F)(F)F)B1OC(C(O1)(C)C)(C)C (2-[3-Fluoro-4-(trifluoromethyl)phenyl]-4,4,5,5-tetramethyl-1,3,2-dioxaborolane), BrC=1C=NC=C(C(=O)OC)C1 (methyl 5-bromonicotinate). The product is FC=1C=C(C=CC1C(F)(F)F)C=1C=NC=C(C(=O)OC)C1 (Methyl 5-[3-fluoro-4-(trifluoromethyl)phenyl]nicotinate). As a reaction SMILES: [F:1][C:2]1[CH:3]=[C:4](B2OC(C)(C)C(C)(C)O2)[CH:5]=[CH:6][C:7]=1[C:8]([F:11])([F:10])[F:9].Br[C:22]1[CH:23]=[N:24][CH:25]=[C:26]([CH:31]=1)[C:27]([O:29][CH3:30])=[O:28]>>[F:1][C:2]1[CH:3]=[C:4]([C:22]2[CH:23]=[N:24][CH:25]=[C:26]([CH:31]=2)[C:27]([O:29][CH3:30])=[O:28])[CH:5]=[CH:6][C:7]=1[C:8]([F:9])([F:10])[F:11]. Procedure: According to General Method 1A, 18.2 g (approx. 62.81 mmol) of the compound from Example 80A and 5.4 g (25.1 mmol) of methyl 5-bromonicotinate were reacted. Yield: 7.0 g (36% of theory) Starting materials: CC(=O)O[BH-](OC(C)=O)OC(C)=O, Cc1ccccc1OCC1(C#N)CCNCC1, O=C([O-])O, CCOC(C)=O, ClC(Cl)Cl, ClCCl, Cl, [Na+], [Na+], O=Cc1ccc[nH]c1=O. Yields the product Cc1ccccc1OCC1(C#N)CCN(Cc2ccc[nH]c2=O)CC1. RXN SMILES: [C:28]([O:29][BH-:30]([O:31][C:32](=[O:33])[CH3:34])[O:35][C:36](=[O:37])[CH3:38])(=[O:39])[CH3:40].[C:2](#[N:3])[C:4]1([CH2:10][O:11][c:12]2[c:13]([CH3:18])[cH:14][cH:15][cH:16][cH:17]2)[CH2:5][CH2:6][NH:7][CH2:8][CH2:9]1.[C:42](=[O:43])([OH:44])[O-:45].[CH3:51][CH2:52][O:53][C:54](=[O:55])[CH3:56].[CH:47]([Cl:48])([Cl:49])[Cl:50].[Cl:57][CH2:58][Cl:59].[ClH:1].[Na+:41].[Na+:46].[O:19]=[c:20]1[nH:21][cH:22][cH:23][cH:24][c:25]1[CH:26]=[O:27]>>[C:2](#[N:3])[C:4]1([CH2:10][O:11][c:12]2[c:13]([CH3:18])[cH:14][cH:15][cH:16][cH:17]2)[CH2:5][CH2:6][N:7]([CH2:26][c:25]2[c:20](=[O:19])[nH:21][cH:22][cH:23][cH:24]2)[CH2:8][CH2:9]1. Reactants: CC(C)(C)c1ccc(S(=O)(=O)N(CC(=O)O)c2ccc3ncccc3c2)cc1, COc1cc(CNC2CC2)cc(OC)c1. The product is COc1cc(CN(C(=O)CN(c2ccc3ncccc3c2)S(=O)(=O)c2ccc(C(C)(C)C)cc2)C2CC2)cc(OC)c1. As a reaction SMILES: [C:1]([CH3:2])([CH3:3])([CH3:4])[c:5]1[cH:6][cH:7][c:8]([S:11](=[O:12])(=[O:13])[N:14]([c:15]2[cH:16][c:17]3[cH:18][cH:19][cH:20][n:21][c:22]3[cH:23][cH:24]2)[CH2:25][C:26](=[O:27])[OH:28])[cH:9][cH:10]1.[CH:29]1([NH:32][CH2:33][c:34]2[cH:35][c:36]([O:42][CH3:43])[cH:37][c:38]([O:40][CH3:41])[cH:39]2)[CH2:30][CH2:31]1>>[C:1]([CH3:2])([CH3:3])([CH3:4])[c:5]1[cH:6][cH:7][c:8]([S:11](=[O:12])(=[O:13])[N:14]([c:15]2[cH:16][c:17]3[cH:18][cH:19][cH:20][n:21][c:22]3[cH:23][cH:24]2)[CH2:25][C:26](=[O:28])[N:32]([CH:29]2[CH2:30][CH2:31]2)[CH2:33][c:34]2[cH:35][c:36]([O:42][CH3:43])[cH:37][c:38]([O:40][CH3:41])[cH:39]2)[cH:9][cH:10]1.